The task is: describe an organic reaction: reactants, conditions, products, and yield. This data is from the Open Reaction Database (ORD), a public repository of structured organic reaction records. Starting materials: CCOC(=O)N1CCC(=C2c3ccc(cc3CCc4c2ncc(c4)Br)Cl)CC1, C1CCNCC1. The reagents and catalysts are [O-]P(=O)([O-])[O-].[K+].[K+].[K+], [Cu]I, Cc1cccc(c1NC(=O)C(=O)O)C. Run in CS(=O)C, CS(=O)C. Conditions: temperature 80 celsius, time 18 hour. Yields the product CCOC(=O)N1CCC(=C2c3ccc(cc3CCc4c2ncc(c4)N5CCCCC5)Cl)CC1. Yield: 41.1%. Starting materials: CC(C)(C)C(=O)Cl, Cl, CCOC(=O)c1cccc(C(=O)CC)c1O, c1ccncc1. The product is CCOC(=O)c1cccc(C(=O)CC)c1OC(=O)C(C)(C)C. As a reaction SMILES: [C:1]([C:2]([CH3:3])([CH3:4])[CH3:5])(=[O:6])[Cl:7].[ClH:24].[OH:8][c:9]1[c:10]([C:11](=[O:12])[O:13][CH2:14][CH3:15])[cH:16][cH:17][cH:18][c:19]1[C:20]([CH2:21][CH3:22])=[O:23].[cH:25]1[cH:26][cH:27][n:28][cH:29][cH:30]1>>[C:1]([C:2]([CH3:3])([CH3:4])[CH3:5])(=[O:6])[O:8][c:9]1[c:10]([C:11](=[O:12])[O:13][CH2:14][CH3:15])[cH:16][cH:17][cH:18][c:19]1[C:20]([CH2:21][CH3:22])=[O:23]. Starting materials: Intermediate 13, FC1=CC(=C(CNC(=O)C=2N=C3N(C(C2OCC2=CC=CC=C2)=O)CCCC3(C)C)C=C1)N1N=CN=C1 (N-(4-fluoro-2-(1H-1,2,4-triazol-1-yl)benzyl)-3-(benzyloxy)-9,9-dimethyl-4-oxo-6,7,8,9-tetrahydro-4H-pyrido[1,2-a]pyrimidine-2-carboxamide), FC(C(=O)O)(F)F (trifluoroacetic acid). The product is FC1=CC(=C(CNC(=O)C=2N=C3N(C(C2O)=O)CCCC3(C)C)C=C1)N1N=CN=C1 (N-(4-Fluoro-2-(1H-1,2,4-triazol-1-yl)benzyl)-3-hydroxy-9,9-dimethyl-4-oxo-6,7,8,9-tetrahydro-4H-pyrido[1,2-a]pyrimidine-2-carboxamide). As a reaction SMILES: [F:1][C:2]1[CH:32]=[CH:31][C:5]([CH2:6][NH:7][C:8]([C:10]2[N:11]=[C:12]3[C:28]([CH3:30])([CH3:29])[CH2:27][CH2:26][CH2:25][N:13]3[C:14](=[O:24])[C:15]=2[O:16]CC2C=CC=CC=2)=[O:9])=[C:4]([N:33]2[CH:37]=[N:36][CH:35]=[N:34]2)[CH:3]=1.FC(F)(F)C(O)=O>>[F:1][C:2]1[CH:32]=[CH:31][C:5]([CH2:6][NH:7][C:8]([C:10]2[N:11]=[C:12]3[C:28]([CH3:30])([CH3:29])[CH2:27][CH2:26][CH2:25][N:13]3[C:14](=[O:24])[C:15]=2[OH:16])=[O:9])=[C:4]([N:33]2[CH:37]=[N:36][CH:35]=[N:34]2)[CH:3]=1. Reported procedure: Intermediate 13, N-(4-fluoro-2-(1H-1,2,4-triazol-1-yl)benzyl)-3-(benzyloxy)-9,9-dimethyl-4-oxo-6,7,8,9-tetrahydro-4H-pyrido[1,2-a]pyrimidine-2-carboxamide was treated with trifluoroacetic acid, according to Method D to provide the title compound. 1H NMR (300 MHz, CDCl3) δ ppm: 11.66 (1H, br), 8.88 (1H, t, J=6.2 Hz), 8.44 (1H, s), 8.18 (1H, s), 7.67 (1H, dd, J=8.4, 5.9 Hz), 7.18 (1H, dt, J=8.2, 2.6 Hz), 7.09 (1H, dd, J=8.4, 2.6 Hz), 4.43 (2H, d, J=7.0 Hz), 3.95 (2H, t, J=6.4 Hz), 1.88–2.00 (2H, m...